From a dataset of the Open Reaction Database (ORD), a public repository of structured organic reaction records. describe an organic reaction: reactants, conditions, products, and yield Starting materials: CCOC(=O)C(C)NC(Cc1ccc(-c2cccc(Cl)c2)cc1)C(=O)Nc1nnn[nH]1, CCO, Cl, [Na+], [OH-]. The product is CC(NC(Cc1ccc(-c2cccc(Cl)c2)cc1)C(=O)Nc1nnn[nH]1)C(=O)O. As a reaction SMILES: [CH2:1]([CH3:2])[O:3][C:4]([CH:5]([CH3:6])[NH:7][CH:8]([CH2:9][c:10]1[cH:11][cH:12][c:13](-[c:16]2[cH:17][c:18]([Cl:22])[cH:19][cH:20][cH:21]2)[cH:14][cH:15]1)[C:23]([NH:24][c:25]1[n:26][n:27][n:28][nH:29]1)=[O:30])=[O:31].[CH3:35][CH2:36][OH:37].[ClH:34].[Na+:33].[OH-:32]>>[O:3]=[C:4]([CH:5]([CH3:6])[NH:7][CH:8]([CH2:9][c:10]1[cH:11][cH:12][c:13](-[c:16]2[cH:17][c:18]([Cl:22])[cH:19][cH:20][cH:21]2)[cH:14][cH:15]1)[C:23]([NH:24][c:25]1[n:26][n:27][n:28][nH:29]1)=[O:30])[OH:31].